Task: describe an organic reaction: reactants, conditions, products, and yield. Dataset: the Open Reaction Database (ORD), a public repository of structured organic reaction records The reactants are CN(CCOC1=CC=2N(C=C1)C(=CN2)C(=O)OCC)C (ethyl 7-(2-(dimethylamino)ethoxy)imidazo[1,2-a]pyridine-3-carboxylate), CC1=NN(C=2C=CC=C(C12)N)CC1=NC(=CC=C1)C (3-Methyl-1-((6-methylpyridin-2-yl)methyl)-1H-indazol-4-amine), ice water. The solvent is O1CCCC1 (tetrahydrofuran), O1CCCCC1 (tetrahydropyran). Yields the product CN(CCOC1=CC=2N(C=C1)C(=CN2)C(=O)NC2=C1C(=NN(C1=CC=C2)CC2=NC(=CC=C2)C)C)C (7-(2-(dimethylamino)ethoxy)-N-(3-methyl-1-((6-methylpyridin-2-yl)methyl)-1H-indazol-4-yl)imidazo[1,2-a]pyridine-3-carboxamide). The yield is 51.7%. As a reaction SMILES: [CH3:1][C:2]1[C:10]2[C:9]([NH2:11])=[CH:8][CH:7]=[CH:6][C:5]=2[N:4]([CH2:12][C:13]2[CH:18]=[CH:17][CH:16]=[C:15]([CH3:19])[N:14]=2)[N:3]=1.[CH3:20][N:21]([CH3:39])[CH2:22][CH2:23][O:24][C:25]1[CH:30]=[CH:29][N:28]2[C:31]([C:34](OCC)=[O:35])=[CH:32][N:33]=[C:27]2[CH:26]=1>O1CCCCC1.O1CCCC1>[CH3:20][N:21]([CH3:39])[CH2:22][CH2:23][O:24][C:25]1[CH:30]=[CH:29][N:28]2[C:31]([C:34]([NH:11][C:9]3[CH:8]=[CH:7][CH:6]=[C:5]4[C:10]=3[C:2]([CH3:1])=[N:3][N:4]4[CH2:12][C:13]3[CH:18]=[CH:17][CH:16]=[C:15]([CH3:19])[N:14]=3)=[O:35])=[CH:32][N:33]=[C:27]2[CH:26]=1. Procedure: 3-Methyl-1-((6-methylpyridin-2-yl)methyl)-1H-indazol-4-amine (59 mg, 0.24 mmol) was dissolved in tetrahydropyran (DriSolve; 1.2 mL) and degassed before back-filling with nitrogen. The solution was cooled in an ice water bath for 15 minutes before dropwise addition of lithium bis(trimethylsilyl)amide (0.25 mL, 1 M in tetrahydrofuran). The reaction stirred for 10 minutes before dropwise addition into a solution of ethyl 7-(2-(dimethylamino)ethoxy)imidazo[1,2-a]pyridine-3-carboxylate (31 mg, 0.12 m... Starting materials: CCOC(=O)C(C)(C)CCCCBr, [K+], N#C[S-]. The product is CCOC(=O)C(C)(C)CCCCSC#N. Reaction SMILES: [Br:1][CH2:2][CH2:3][CH2:4][CH2:5][C:6]([C:7](=[O:8])[O:9][CH2:10][CH3:11])([CH3:12])[CH3:13].[K+:14].[S-:15][C:16]#[N:17]>>[CH2:2]([CH2:3][CH2:4][CH2:5][C:6]([C:7](=[O:8])[O:9][CH2:10][CH3:11])([CH3:12])[CH3:13])[S:15][C:16]#[N:17]. Reactants: anhydride, O.NN (hydrazine monohydrate), FC1=C(C=CC(=C1)OCC[C@H]1[C@H](C1)C1CCN(CC1)C1=NC(=NO1)C(C)C)CC(=O)O ([2-fluoro-4-(2-{(1S,2R)-2-[1-(3-isopropyl-1,2,4-oxadiazol-5-yl)piperidin-4-yl]cyclopropyl}ethoxy)phenyl]acetic acid), TEA, ClC(=O)OC (methyl chloroformate). Run in C(C)(=O)OCC (ethyl acetate), CN(C)C=O (DMF), C1CCOC1 (THF). Conditions: temperature -10 celsius, time 30 minute. Yields the product FC1=C(C=CC(=C1)OCC[C@H]1[C@H](C1)C1CCN(CC1)C1=NC(=NO1)C(C)C)CC(=O)NN (2-[2-fluoro-4-(2-{(1S,2R)-2-[1-(3-isopropyl-1,2,4-oxadiazol-5-yl)piperidin-4-yl]cyclopropyl}ethoxy)phenyl]acetohydrazide). Reaction SMILES: [F:1][C:2]1[CH:7]=[C:6]([O:8][CH2:9][CH2:10][C@@H:11]2[CH2:13][C@@H:12]2[CH:14]2[CH2:19][CH2:18][N:17]([C:20]3[O:24][N:23]=[C:22]([CH:25]([CH3:27])[CH3:26])[N:21]=3)[CH2:16][CH2:15]2)[CH:5]=[CH:4][C:3]=1[CH2:28][C:29](O)=[O:30].ClC(OC)=O.O.[NH2:38][NH2:39]>C1COCC1.CN(C=O)C.C(OCC)(=O)C>[F:1][C:2]1[CH:7]=[C:6]([O:8][CH2:9][CH2:10][C@@H:11]2[CH2:13][C@@H:12]2[CH:14]2[CH2:15][CH2:16][N:17]([C:20]3[O:24][N:23]=[C:22]([CH:25]([CH3:26])[CH3:27])[N:21]=3)[CH2:18][CH2:19]2)[CH:5]=[CH:4][C:3]=1[CH2:28][C:29]([NH:38][NH2:39])=[O:30] |f:2.3|. Procedure details: To a solution [2-fluoro-4-(2-{(1S,2R)-2-[1-(3-isopropyl-1,2,4-oxadiazol-5-yl)piperidin-4-yl]cyclopropyl}ethoxy)phenyl]acetic acid (500 mg, 1.152 mmol) in 5 mL of THF cooled to −10° C. via dry ice/methanol bath was added TEA (0.177 mL, 1.268 mmol) followed by methyl chloroformate (0.098 mL, 1.268 mmol) and the resulting mixture stirred for 30 minutes at −10° C. (Precipitate formed after 1 minute of stirring). Filter off the precipitate and wash the solids with 10 mL THF. The filtrate was concentr... Reactants: C=O, CCOc1cccc(CCN)c1. Product: CCOc1ccc2c(c1)CCNC2. Reaction SMILES: [CH2:13]=[O:14].[CH2:1]([CH3:2])[O:3][c:4]1[cH:5][c:6]([CH2:10][CH2:11][NH2:12])[cH:7][cH:8][cH:9]1>>[CH2:1]([CH3:2])[O:3][c:4]1[cH:5][c:6]2[c:7]([cH:8][cH:9]1)[CH2:13][NH:12][CH2:11][CH2:10]2. Reactants: O (water), OC=1C(C(=NN(C1)C1=CC(=CC=C1)C(F)(F)F)C1=CC=NN1C1=CC=CC=C1)=O (5-hydroxy-3-(1-phenyl-1H-pyrazol-5-yl)-1-[3-(trifluoromethyl)phenyl]pyridazin-4(1H)-one), IC(C)C (2-iodopropane), C(=O)([O-])[O-].[K+].[K+] (K2CO3). Run in CN(C)C=O (DMF). Conditions: temperature 60 celsius, time 20 hour. Product: CC(C)OC=1C(C(=NN(C1)C1=CC(=CC=C1)C(F)(F)F)C1=CC=NN1C1=CC=CC=C1)=O (5-(1-Methylethoxy)-3-(1-phenyl-1H-pyrazol-5-yl)-1-[3-(trifluoromethyl)phenyl]pyridazin-4(1H)-one). The yield is 72.2%. RXN SMILES: [OH:1][C:2]1[C:3](=[O:29])[C:4]([C:18]2[N:22]([C:23]3[CH:28]=[CH:27][CH:26]=[CH:25][CH:24]=3)[N:21]=[CH:20][CH:19]=2)=[N:5][N:6]([C:8]2[CH:13]=[CH:12][CH:11]=[C:10]([C:14]([F:17])([F:16])[F:15])[CH:9]=2)[CH:7]=1.I[CH:31]([CH3:33])[CH3:32].C([O-])([O-])=O.[K+].[K+].O>CN(C=O)C>[CH3:32][CH:31]([O:1][C:2]1[C:3](=[O:29])[C:4]([C:18]2[N:22]([C:23]3[CH:24]=[CH:25][CH:26]=[CH:27][CH:28]=3)[N:21]=[CH:20][CH:19]=2)=[N:5][N:6]([C:8]2[CH:13]=[CH:12][CH:11]=[C:10]([C:14]([F:16])([F:15])[F:17])[CH:9]=2)[CH:7]=1)[CH3:33] |f:2.3.4|. Procedure details: A suspension of 5-hydroxy-3-(1-phenyl-1H-pyrazol-5-yl)-1-[3-(trifluoromethyl)phenyl]pyridazin-4(1H)-one (100 mg, 0.25 mmol), 2-iodopropane (0.050 mL, 0.50 mmol), and K2CO3 (104 mg, 0.75 mmol) in DMF (1 mL) was stirred for 20 h at 60° C. The reaction mixture was poured into water and extracted with AcOEt. The extract was washed with brine, dried over MgSO4, and concentrated under reduced pressure. The residue was purified by basic silica gel column chromatography eluting with hexane/AcOEt (1/1) a... The reactants are N1=CC=CC=C1 (pyridine), S(=O)(Cl)Cl (thionyl chloride), C(C)(C)C1=NC(=C(C(=C1C(=O)OCC)C1=CC=C(C=C1)F)CO)C(C)C (Ethyl 2,6-diisopropyl-4-(4-fluorophenyl)-5-hydroxymethylpyridine-3-carboxylate), C(C)(=O)OCC (ethyl acetate). The solvent is O1CCCC1 (tetrahydrofuran). Conditions: time 15 minute. The product is ClCC=1C(=C(C(=NC1C(C)C)C(C)C)C(=O)OCC)C1=CC=C(C=C1)F (Ethyl 5-chloromethyl-2,6-diisopropyl-4-(4-fluorophenyl)pyridine-3-carboxylate). Reaction SMILES: N1C=CC=CC=1.S(Cl)([Cl:9])=O.[CH:11]([C:14]1[C:19]([C:20](OCC)=O)=[C:18]([C:25]2[CH:30]=[CH:29][C:28]([F:31])=[CH:27][CH:26]=2)[C:17]([CH2:32][OH:33])=[C:16]([CH:34]([CH3:36])[CH3:35])[N:15]=1)([CH3:13])[CH3:12].[C:37]([O:40]CC)(=O)[CH3:38]>O1CCCC1>[Cl:9][CH2:20][C:19]1[C:18]([C:25]2[CH:30]=[CH:29][C:28]([F:31])=[CH:27][CH:26]=2)=[C:17]([C:32]([O:40][CH2:37][CH3:38])=[O:33])[C:16]([CH:34]([CH3:36])[CH3:35])=[N:15][C:14]=1[CH:11]([CH3:13])[CH3:12]. Procedure details: 1.69 ml (20.9 mmol) of pyridine and 1.5 ml (20.9 mmol) of thionyl chloride are added successively at -5° C. to 5 g (13.9 mmol) of the compound from Example 4 dissolved in 100 m of dry tetrahydrofuran and the mixture is stirred for 15 minutes at the same temperature. The mixture is diluted using ethyl acetate and extracted several times using saturated sodium hydrogen carbonate solution, and the organic phases are dried over magnesium sulphate and concentrated in vacuo. The residue is chromatogra... Reactants: CC(Cl)c1cccnc1, OCC1=NN(CCCO2)C2=C1. Reagents/catalysts: O=C([O-])[O-].[Cs+].[Cs+] (cesium carbonate), [I-].[K+] (potassium iodide). Solvent: CN(C)C=O (DMF), CN(C)C=O (dmf), CN(C)C=O (DMF). Reaction conditions: temperature 70 celsius, time 16 hour. Yields the product CC(C%12=CC=CN=C%12)OCC%13=NN(CCCO%14)C%14=C%13.